This data is from the Open Reaction Database (ORD), a public repository of structured organic reaction records. The task is: describe an organic reaction: reactants, conditions, products, and yield The reactants are BrC1=C(COC2=C(CN)C=C(C=C2)Cl)C=CC=C1 (2-(2-Bromo-benzyloxy)-5-chloro-benzylamine), O([Na])C(C)(C)C (NaO-t-Bu), BrC1=C(COC2=C(CN)C=C(C=C2)Cl)C=CC=C1 (2-(2-Bromo-benzyloxy)-5-chloro-benzylamine), C=1C=CC(=CC1)P(C=2C=CC=CC2)C3=CC=C4C=CC=CC4=C3C5=C6C=CC=CC6=CC=C5P(C=7C=CC=CC7)C=8C=CC=CC8 (BINAP). The reagents and catalysts are C=1C=CC(=CC1)/C=C/C(=O)/C=C/C2=CC=CC=C2.C=1C=CC(=CC1)/C=C/C(=O)/C=C/C2=CC=CC=C2.[Pd] (Pd(dba)2). Run in C1(=CC=CC=C1)C (toluene), C(=O)(O)[O-].[Na+] (NaHCO3), C(=O)(O)[O-].[Na+] (NaHCO3). Conditions: temperature 120 celsius. The product is ClC1=CC2=C(OCC3=C(NC2)C=CC=C3)C=C1 (2-Chloro-11,12-dihydro-6H-5-oxa-11-aza-dibenzo[a,e]cyclooctene). Yield: 51.0%. Reaction SMILES: Br[C:2]1[CH:18]=[CH:17][CH:16]=[CH:15][C:3]=1[CH2:4][O:5][C:6]1[CH:13]=[CH:12][C:11]([Cl:14])=[CH:10][C:7]=1[CH2:8][NH2:9].C1C=CC(P(C2C(C3C(P(C4C=CC=CC=4)C4C=CC=CC=4)=CC=C4C=3C=CC=C4)=C3C(C=CC=C3)=CC=2)C2C=CC=CC=2)=CC=1.O(C(C)(C)C)[Na]>C1(C)C=CC=CC=1.C([O-])(O)=O.[Na+].C1C=CC(/C=C/C(/C=C/C2C=CC=CC=2)=O)=CC=1.C1C=CC(/C=C/C(/C=C/C2C=CC=CC=2)=O)=CC=1.[Pd]>[Cl:14][C:11]1[CH:12]=[CH:13][C:6]2[O:5][CH2:4][C:3]3[CH:15]=[CH:16][CH:17]=[CH:18][C:2]=3[NH:9][CH2:8][C:7]=2[CH:10]=1 |f:4.5,6.7.8|. Procedure details: To a stirred mixture of 2-(2-Bromo-benzyloxy)-5-chloro-benzylamine Example 348B (112 mg, 0.34 mmol), BINAP (43.1 mg, 69.3 mmol), and NaO-t-Bu (100 mg, 34.7 mmol) in anhydrous toluene (3.0 mL) under argon was added Pd(dba)2 (20.0 mg, 1.04 mmol). This mixture was heated at 120° C. in a sealed tube for 1 hour and then cooled to room temperature. The mixture was diluted with saturated NaHCO3 solution (40 mL), further saturated with solid NaHCO3, and then extracted with EtOAc (2×60 mL). The combined ... The reactants are Cl.C(C)(C)(C)ON (O-tert-butylhydroxylamine hydrochloride), 1-(3-dimethylaminopropyl)-3-ethylcaibodiimide hydrochloride, N,N-dimethylaminopyridine, CN1CCOCC1 (N-methylmorpholine), ClC1=CC=C(C(=O)C2CCN(CC2)S(=O)(=O)N2[C@H](CCCC2)C(=O)O)C=C1 (1-[4-(4-chlorobenzoyl)piperidine-1-sulfonyl]piperidine-2-(R)-carboxylic acid), [Cl-] (chloride), C1CCN[C@H](C1)C(=O)O (D-pipecolinic acid), 4-(4chlorophenoxy)piperidinesulfamoyl chloride. Solvent: C(C)(=O)OCC (ethyl acetate), C(Cl)Cl (methylene chloride). Reaction conditions: time 8 hour. Yields the product C(C)(C)(C)ONC(=O)[C@@H]1N(CCCC1)S(=O)(=O)N1CCC(CC1)C(C1=CC=C(C=C1)Cl)=O (N-tert-butoxy-1-[4-(4-chlorobenzoyl)piperidine-1-sulfonyl]piperidine-2-(R)-carboxamide). Yield: 65.0%. RXN SMILES: Cl.[C:2]([O:6][NH2:7])([CH3:5])([CH3:4])[CH3:3].CN1CCOCC1.[Cl:15][C:16]1[CH:41]=[CH:40][C:19]([C:20]([CH:22]2[CH2:27][CH2:26][N:25]([S:28]([N:31]3[CH2:36][CH2:35][CH2:34][CH2:33][C@@H:32]3[C:37](O)=[O:38])(=[O:30])=[O:29])[CH2:24][CH2:23]2)=[O:21])=[CH:18][CH:17]=1.C1C[C@H](C(O)=O)NCC1.[Cl-]>C(Cl)Cl.C(OCC)(=O)C>[C:2]([O:6][NH:7][C:37]([C@H:32]1[CH2:33][CH2:34][CH2:35][CH2:36][N:31]1[S:28]([N:25]1[CH2:24][CH2:23][CH:22]([C:20](=[O:21])[C:19]2[CH:18]=[CH:17][C:16]([Cl:15])=[CH:41][CH:40]=2)[CH2:27][CH2:26]1)(=[O:30])=[O:29])=[O:38])([CH3:5])([CH3:4])[CH3:3] |f:0.1|. Reported procedure: O-tert-butylhydroxylamine hydrochloride (127 mg, 1.01 mmol), 1-(3-dimethylaminopropyl)-3-ethylcaibodiimide hydrochloride (129 mg, 0.67 mmol), N,N-dimethylaminopyridine (41 mg, 0.34 mmol), and N-methylmorpholine (0.15 ml, 1.3 mmol) were added to a solution of 1-[4-(4-chlorobenzoyl)piperidine-1-sulfonyl]piperidine-2-(R)-carboxylic acid (140 mg, 0.34 mmol), [prepared by proceeding as described in Example 9, but replacing D-valine and 4-(4chlorophenoxy)piperidinesulfamoyl chloride with D-pipecolinic... Starting materials: C1CCC=2NC3=C(C=CC=C3C21)C=O (1,2,3,4-tetrahydrocyclopenta[b]indole-5-carbaldehyde), Cl.NO (hydroxylamine hydrochloride), [O-]S(=O)(=O)[O-].[Na+].[Na+] (Na2SO4), [H-].[H-].[H-].[H-].[Li+].[Al+3] (LAH). Run in C1CCOC1 (THF), N1=CC=CC=C1 (pyridine). Conditions: time 5.5 hour. Yields the product C1CCC=2NC=3C(=CC=CC3C21)CN (1,2,3,4-Tetrahydrocyclopenta[b]Indol-5-ylmethylamine). Yield: 58.2%. RXN SMILES: [CH2:1]1[C:12]2[C:11]3[C:6](=[C:7]([CH:13]=O)[CH:8]=[CH:9][CH:10]=3)[NH:5][C:4]=2[CH2:3][CH2:2]1.Cl.[NH2:16]O.[H-].[H-].[H-].[H-].[Li+].[Al+3].[O-]S([O-])(=O)=O.[Na+].[Na+]>C1COCC1.N1C=CC=CC=1>[CH2:1]1[C:12]2[C:11]3[CH:10]=[CH:9][CH:8]=[C:7]([CH2:13][NH2:16])[C:6]=3[NH:5][C:4]=2[CH2:3][CH2:2]1 |f:1.2,3.4.5.6.7.8,9.10.11|. Reported procedure: A mixture of 1,2,3,4-tetrahydrocyclopenta[b]indole-5-carbaldehyde (578 mg, 3.12 mmol), hydroxylamine hydrochloride (238 mg, 3.42 mmol) and pyridine (3 mL) in THF (15 mL) was stirred at rt. After 5.5 h, the reaction mixture was cooled to 0-5° C. in an ice-bath before LAH power (474 mg, 12.5 mmol) was added portionwise. The reaction mixture was then warmed to rt overnight before a sat'd Na2SO4 solution (1 mL) was added dropwise to quench the excess reagent. After 30 min of stirring, solid Na2SO4 a... Starting materials: C=Cc1ccc(NC)cc1, OCCOc1ncc(I)cc1Br. Product: CNc1ccc(C=Cc2cnc(OCCO)c(Br)c2)cc1. Reaction SMILES: [CH3:1][NH:2][c:3]1[cH:4][cH:5][c:6]([CH:7]=[CH2:8])[cH:9][cH:10]1.[OH:11][CH2:12][CH2:13][O:14][c:15]1[n:16][cH:17][c:18]([I:22])[cH:19][c:20]1[Br:21]>>[CH3:1][NH:2][c:3]1[cH:4][cH:5][c:6]([CH:7]=[CH:8][c:18]2[cH:17][n:16][c:15]([O:14][CH2:13][CH2:12][OH:11])[c:20]([Br:21])[cH:19]2)[cH:9][cH:10]1. Reactants: IC (iodomethane), C(C)(C)(C)OC(=O)N1CC2(C(NC2C2=CC=C(C=C2)F)=O)CCC1 (rac-1-(4-Fluoro-phenyl)-3-oxo-2,6-diaza-spiro[3.5]nonane-6-carboxylic acid tert-butyl ester), [Li+].C[Si](C)(C)[N-][Si](C)(C)C (LHMDS). Solvent: C1CCOC1 (THF), C1CCOC1 (THF). Conditions: time 4 hour. The product is C(C)(C)(C)OC(=O)N1CC2(C(N(C2C2=CC=C(C=C2)F)C)=O)CCC1 (rac-1-(4-Fluoro-phenyl)-2-methyl-3-oxo-2,6-diaza-spiro[3.5]nonane-6-carboxylic acid tert-butyl ester). As a reaction SMILES: [C:1]([O:5][C:6]([N:8]1[CH2:24][CH2:23][CH2:22][C:10]2([CH:13]([C:14]3[CH:19]=[CH:18][C:17]([F:20])=[CH:16][CH:15]=3)[NH:12][C:11]2=[O:21])[CH2:9]1)=[O:7])([CH3:4])([CH3:3])[CH3:2].[Li+].[CH3:26][Si]([N-][Si](C)(C)C)(C)C.IC>C1COCC1>[C:1]([O:5][C:6]([N:8]1[CH2:24][CH2:23][CH2:22][C:10]2([CH:13]([C:14]3[CH:15]=[CH:16][C:17]([F:20])=[CH:18][CH:19]=3)[N:12]([CH3:26])[C:11]2=[O:21])[CH2:9]1)=[O:7])([CH3:4])([CH3:2])[CH3:3] |f:1.2|. Procedure details: A stirred solution of rac-1-(4-Fluoro-phenyl)-3-oxo-2,6-diaza-spiro[3.5]nonane-6-carboxylic acid tert-butyl ester (850 mg, 2.54 mmol) in THF (15 ml) was treated with 1M LHMDS in THF (3.30 ml, 3.30 mmol) followed by the addition of iodomethane (0.238 ml, 3.81 mmol). The solution was stirred at RT. After 4 hours, the reaction was quenched with water (30 mL) and extracted with ethyl acetate. The organic layer was separated, dried (MgSO4) and concentrated in vacuo to yield the title compound as a ye... Starting materials: CO, ClC(Cl)(Cl)c1nc(C2CC2)nc(C(Cl)(Cl)Cl)n1. Product: COc1nc(C2CC2)nc(C(Cl)(Cl)Cl)n1. RXN SMILES: [CH3:18][OH:19].[CH:1]1([c:4]2[n:5][c:6]([C:14]([Cl:15])([Cl:16])[Cl:17])[n:7][c:8]([C:10]([Cl:11])([Cl:12])[Cl:13])[n:9]2)[CH2:2][CH2:3]1>>[CH:1]1([c:4]2[n:5][c:6]([C:14]([Cl:15])([Cl:16])[Cl:17])[n:7][c:8]([O:19][CH3:18])[n:9]2)[CH2:2][CH2:3]1. The reactants are CN(C=O)C (Dimethylformamide), S(O)(O)(=O)=O (sulphuric acid), BrC1=CC2(C3=CC=CC=C13)CCCC2 (3'-bromospiro(cyclopentane-1,1'-indene)), C(CCC)[Li] (n-butyllithium), solution. Run in C(C)OCC (diethyl ether), O1CCCC1 (tetrahydrofuran), CCCCCC (hexane). Reaction conditions: time 30 minute. The product is C12(C=C(C3=CC=CC=C13)C=O)CCCC2 (3'-Spiro(cyclopentane-1,1'-indene)carbaldehyde). Reaction SMILES: Br[C:2]1[C:10]2[C:5](=[CH:6][CH:7]=[CH:8][CH:9]=2)[C:4]2([CH2:14][CH2:13][CH2:12][CH2:11]2)[CH:3]=1.C([Li])CCC.CN(C)[CH:22]=[O:23].S(=O)(=O)(O)O>O1CCCC1.CCCCCC.C(OCC)C>[C:4]12([CH2:14][CH2:13][CH2:12][CH2:11]1)[C:5]1[C:10](=[CH:9][CH:8]=[CH:7][CH:6]=1)[C:2]([CH:22]=[O:23])=[CH:3]2. Procedure: To 3'-bromospiro(cyclopentane-1,1'-indene) (7.5 g) in tetrahydrofuran, (500 ml) is added at -70° C. a solution of n-butyllithium in hexane (200 ml of a 1.8 M solution) in two portions. The temperature is kept at -70° C. for a further 30 minutes. Dimethylformamide (73 g) is then added and the mixture is allowed to come to about 20° C. After 3 hours sulphuric acid (400 ml; 1 M) and diethyl ether (200 ml) are added. The ether phase is separated, washed with saturated sodium chloride solution and dr...